From a dataset of the Open Reaction Database (ORD), a public repository of structured organic reaction records. describe an organic reaction: reactants, conditions, products, and yield Starting materials: CN(CCOc1ccc(C=C2SC(=O)NC2=O)cc1)c1nc2ccccc2s1, [H][H], C1COCCO1. The product is CN(CCOc1ccc(CC2SC(=O)NC2=O)cc1)c1nc2ccccc2s1. Reaction SMILES: [CH3:1][N:2]([c:3]1[s:4][c:5]2[c:6]([n:7]1)[cH:8][cH:9][cH:10][cH:11]2)[CH2:12][CH2:13][O:14][c:15]1[cH:16][cH:17][c:18]([CH:19]=[C:20]2[C:21](=[O:26])[NH:22][C:23](=[O:25])[S:24]2)[cH:27][cH:28]1.[H:29][H:30].[O:31]1[CH2:32][CH2:33][O:34][CH2:35][CH2:36]1>>[CH3:1][N:2]([c:3]1[s:4][c:5]2[c:6]([n:7]1)[cH:8][cH:9][cH:10][cH:11]2)[CH2:12][CH2:13][O:14][c:15]1[cH:16][cH:17][c:18]([CH2:19][CH:20]2[C:21](=[O:26])[NH:22][C:23](=[O:25])[S:24]2)[cH:27][cH:28]1. Starting materials: CC(=O)O, CN1CCN(N(Cc2nccs2)c2nc(Cl)nc(NNC(=O)C(CC3CCCC3)CN(C=O)OC3CCCCO3)c2F)CC1, O. The product is CN1CCN(N(Cc2nccs2)c2nc(Cl)nc(NNC(=O)C(CC3CCCC3)CN(O)C=O)c2F)CC1. As a reaction SMILES: [CH3:46][C:47](=[O:48])[OH:49].[Cl:1][c:2]1[n:3][c:4]([N:31]([CH2:32][c:33]2[s:34][cH:35][cH:36][n:37]2)[N:38]2[CH2:39][CH2:40][N:41]([CH3:44])[CH2:42][CH2:43]2)[c:5]([F:30])[c:6]([NH:8][NH:9][C:10]([CH:11]([CH2:12][N:13]([CH:14]=[O:15])[O:16][CH:17]2[CH2:18][CH2:19][CH2:20][CH2:21][O:22]2)[CH2:23][CH:24]2[CH2:25][CH2:26][CH2:27][CH2:28]2)=[O:29])[n:7]1.[OH2:45]>>[Cl:1][c:2]1[n:3][c:4]([N:31]([CH2:32][c:33]2[s:34][cH:35][cH:36][n:37]2)[N:38]2[CH2:39][CH2:40][N:41]([CH3:44])[CH2:42][CH2:43]2)[c:5]([F:30])[c:6]([NH:8][NH:9][C:10]([CH:11]([CH2:12][N:13]([CH:14]=[O:15])[OH:16])[CH2:23][CH:24]2[CH2:25][CH2:26][CH2:27][CH2:28]2)=[O:29])[n:7]1.